Dataset: the Open Reaction Database (ORD), a public repository of structured organic reaction records. Task: describe an organic reaction: reactants, conditions, products, and yield Reactants: ClC1=NC(=NC=C1)N1C(OC(CC1)(C1=CC=CC=C1)C)=O (3-(4-chloropyrimidin-2-yl)-6-methyl-6-phenyl-1,3-oxazinan-2-one), FC=1C=C(C=CC1)B(O)O (3-fluorophenylboronic acid). Yields the product FC=1C=C(C=CC1)C1=NC(=NC=C1)N1C(OC(CC1)(C1=CC=CC=C1)C)=O (3-(4-(3-fluorophenyl)pyrimidin-2-yl)-6-methyl-6-phenyl-1,3-oxazinan-2-one). Reaction SMILES: Cl[C:2]1[CH:7]=[CH:6][N:5]=[C:4]([N:8]2[CH2:13][CH2:12][C:11]([CH3:20])([C:14]3[CH:19]=[CH:18][CH:17]=[CH:16][CH:15]=3)[O:10][C:9]2=[O:21])[N:3]=1.[F:22][C:23]1[CH:24]=[C:25](B(O)O)[CH:26]=[CH:27][CH:28]=1>>[F:22][C:23]1[CH:28]=[C:27]([C:2]2[CH:7]=[CH:6][N:5]=[C:4]([N:8]3[CH2:13][CH2:12][C:11]([CH3:20])([C:14]4[CH:19]=[CH:18][CH:17]=[CH:16][CH:15]=4)[O:10][C:9]3=[O:21])[N:3]=2)[CH:26]=[CH:25][CH:24]=1. Procedure details: The title compound was prepared following procedures analogous to those in Example 56 using 3-(4-chloropyrimidin-2-yl)-6-methyl-6-phenyl-1,3-oxazinan-2-one and 3-fluorophenylboronic acid. LC-MS Method 3, tR=1.215 min, m/z=749. 1H NMR (CDCl3) 1.80 (s, 3H), 2.48-2.53 (m, 1H), 2.62-2.71 (m, 1H), 3.58-3.67 (m, 1H), 4.30-4.40 (m, 1H), 7.30-7.65 (m, 10H), 7.80-7.90 (m, 2H), 8.90-8.95 (m, 1H). The reactants are C1CCOC1, CCOC(C)=O, CC(C)(C)OC(=O)C(O)N1C(=O)C(NC(=O)Cc2ccccc2)C1SCC(=O)C1CCCCO1, O=S(Cl)Cl, Cc1cccc(C)n1. The product is CC(C)(C)OC(=O)C(Cl)N1C(=O)C(NC(=O)Cc2ccccc2)C1SCC(=O)C1CCCCO1. As a reaction SMILES: [CH2:53]1[O:54][CH2:55][CH2:56][CH2:57]1.[CH3:47][CH2:48][O:49][C:50](=[O:51])[CH3:52].[OH:1][CH:2]([C:3](=[O:4])[O:5][C:6]([CH3:7])([CH3:8])[CH3:9])[N:10]1[C:11](=[O:34])[CH:12]([NH:24][C:25]([CH2:26][c:27]2[cH:28][cH:29][cH:30][cH:31][cH:32]2)=[O:33])[CH:13]1[S:14][CH2:15][C:16](=[O:17])[CH:18]1[O:19][CH2:20][CH2:21][CH2:22][CH2:23]1.[S:43]([Cl:44])([Cl:45])=[O:46].[n:35]1[c:36]([CH3:37])[cH:38][cH:39][cH:40][c:41]1[CH3:42]>>[CH:2]([C:3](=[O:4])[O:5][C:6]([CH3:7])([CH3:8])[CH3:9])([N:10]1[C:11](=[O:34])[CH:12]([NH:24][C:25]([CH2:26][c:27]2[cH:28][cH:29][cH:30][cH:31][cH:32]2)=[O:33])[CH:13]1[S:14][CH2:15][C:16](=[O:17])[CH:18]1[O:19][CH2:20][CH2:21][CH2:22][CH2:23]1)[Cl:45]. Starting materials: C1(=CC=CC=C1)C(O)(C1CCNCC1)C1=CC=CC=C1 (α,α-diphenyl-4-piperidinemethanol), C(C)(C)(C)C1=CC=C(C=C1)C(CCCCCCl)=O (4'-tert-butyl-6-chlorocaprophenone), C([O-])(O)=O.[K+] (potassium bicarbonate), [I-].[K+] (potassium iodide). Solvent: C1(=CC=CC=C1)C (toluene), O (water). Conditions: time 96 hour. The product is Cl.C(C)(C)(C)C1=CC=C(C=C1)C(CCCCCN1CCC(CC1)C(C1=CC=CC=C1)(C1=CC=CC=C1)O)=O (4'-tert-butyl-6-[4-(α-hydroxy-α-phenylbenzyl)piperidino]caprophenone hydrochloride). RXN SMILES: [C:1]1([C:7]([C:15]2[CH:20]=[CH:19][CH:18]=[CH:17][CH:16]=2)([CH:9]2[CH2:14][CH2:13][NH:12][CH2:11][CH2:10]2)[OH:8])[CH:6]=[CH:5][CH:4]=[CH:3][CH:2]=1.[C:21]([C:25]1[CH:30]=[CH:29][C:28]([C:31](=[O:38])[CH2:32][CH2:33][CH2:34][CH2:35][CH2:36][Cl:37])=[CH:27][CH:26]=1)([CH3:24])([CH3:23])[CH3:22].C(=O)(O)[O-].[K+].[I-].[K+]>C1(C)C=CC=CC=1.O>[ClH:37].[C:21]([C:25]1[CH:26]=[CH:27][C:28]([C:31](=[O:38])[CH2:32][CH2:33][CH2:34][CH2:35][CH2:36][N:12]2[CH2:13][CH2:14][CH:9]([C:7]([OH:8])([C:15]3[CH:20]=[CH:19][CH:18]=[CH:17][CH:16]=3)[C:1]3[CH:2]=[CH:3][CH:4]=[CH:5][CH:6]=3)[CH2:10][CH2:11]2)=[CH:29][CH:30]=1)([CH3:24])([CH3:23])[CH3:22] |f:2.3,4.5,8.9|. Procedure details: A mixture of 22.4 g (0.08 mole) of α,α-diphenyl-4-piperidinemethanol, 23.8 g (0.09 mole) of 4'-tert-butyl-6-chlorocaprophenone, 20 g (0.2 mole) of potassium bicarbonate, 0.1 g of potassium iodide in 300 ml of toluene and 45 ml of water is stirred on a steam bath for about 96 hours after which the organic layer is separated and combined with toluene extracts of the aqueous layer. The combined organic material is washed with water and saturated sodium chloride solution, dried over magnesium sulfat... Reactants: C(C)(=O)OCC(COC(C)=O)C1=CC(=CC=C1)C1OCCO1 (2-[3-(1,3-dioxolan-2-yl)phenyl]propane-1,3-diyl diacetate). The solvent is C(C)(=O)O (acetic acid). Conditions: temperature 50 celsius, time 2 hour. Product: C(C)(=O)OCC(COC(C)=O)C1=CC(=CC=C1)C=O (2-(3-formylphenyl)propane-1,3-diyl diacetate). The yield is 101.4%. RXN SMILES: [C:1]([O:4][CH2:5][CH:6]([C:12]1[CH:17]=[CH:16][CH:15]=[C:14]([CH:18]2OCC[O:19]2)[CH:13]=1)[CH2:7][O:8][C:9](=[O:11])[CH3:10])(=[O:3])[CH3:2]>C(O)(=O)C>[C:1]([O:4][CH2:5][CH:6]([C:12]1[CH:17]=[CH:16][CH:15]=[C:14]([CH:18]=[O:19])[CH:13]=1)[CH2:7][O:8][C:9](=[O:11])[CH3:10])(=[O:3])[CH3:2]. Reported procedure: A mixture of 1.83 g of 2-[3-(1,3-dioxolan-2-yl)phenyl]propane-1,3-diyl diacetate and 60 ml of a 83% aqueous acetic acid solution was stirred at 50° C. for 2 hours. The reaction solution was concentrated under reduced pressure to obtain 1.59 g of 2-(3-formylphenyl)propane-1,3-diyl diacetate as a colorless oily substance. Reactants: COC=1C=C(CC#N)C=CC1 (m-methoxybenzylcyanide), haloalkane, BrC(C(=O)OCC)(C)C (ethyl bromoisobutyrate), C(C1=CC=CC=C1)C#N (benzylcyanide), BrC(C(=O)OCC)(CC)CC(C)C (ethyl bromoisobutylbutyrate), trialkylhalosilane. Reagents/catalysts: [Zn] (zinc). Solvent: CCOCC (ether). The product is CCOCC.NC(C(C(=O)[O-])(C)C)C (ether 3-amino-2,2-dimethylbutanoate), NC(C(C(=O)OCC)(C)C)C (ethyl 3-amino-2,2-dimethylbutanoate). As a reaction SMILES: Br[C:2]([CH3:9])([CH3:8])[C:3]([O:5][CH2:6][CH3:7])=[O:4].[CH2:10]([C:17]#[N:18])[C:11]1[CH:16]=[CH:15]C=C[CH:12]=1.COC1C=C(C=CC=1)CC#[N:26].BrC(CC(C)C)(CC)[C:32]([O:34][CH2:35][CH3:36])=[O:33]>[Zn].CCOCC>[CH3:2][CH2:3][O:5][CH2:6][CH3:7].[NH2:18][CH:17]([CH3:10])[C:2]([CH3:8])([CH3:9])[C:3]([O-:5])=[O:4].[NH2:26][CH:16]([CH3:15])[C:11]([CH3:10])([CH3:12])[C:32]([O:34][CH2:35][CH3:36])=[O:33] |f:6.7|. Procedure: Process for preparing norbenzomorphan of general formula 1 wherein R1 is defined as in claim 1, according to claim 2, characterised in that a) a benzylcyanide of general formula 2 is reacted with ethyl bromoisobutylbutyrate (3) in the presence of a trialkylhalosilane and zinc power in an ether and a haloalkane, the reaction mixture is heated, allowed to cool once the reaction has ended, the zinc powder is removed and the reaction mixture is combined with a complex alkali metal borohydride deriva...